From a dataset of the Open Reaction Database (ORD), a public repository of structured organic reaction records. describe an organic reaction: reactants, conditions, products, and yield Reaction SMILES: [Cl:1][c:2]1[c:3]([CH3:21])[c:4]2[c:5]([n:6][cH:7]1)[nH:8][c:9](-[c:11]1[cH:12][c:13]([N+:18](=[O:19])[O-:20])[c:14]([OH:17])[cH:15][cH:16]1)[n:10]2.[Cl:23][CH2:24][CH2:25][N:26]1[CH2:27][CH2:28][O:29][CH2:30][CH2:31]1.[ClH:22].[H-:32].[Na+:33].[O:34]=[CH:35][N:36]([CH3:37])[CH3:38]>>[Cl:1][c:2]1[c:3]([CH3:21])[c:4]2[c:5]([n:6][cH:7]1)[nH:8][c:9](-[c:11]1[cH:12][c:13]([N+:18](=[O:19])[O-:20])[c:14]([O:17][CH2:24][CH2:25][N:26]3[CH2:27][CH2:28][O:29][CH2:30][CH2:31]3)[cH:15][cH:16]1)[n:10]2. The reactants are Cc1c(Cl)cnc2[nH]c(-c3ccc(O)c([N+](=O)[O-])c3)nc12, ClCCN1CCOCC1, Cl, [H-], [Na+], CN(C)C=O. Product: Cc1c(Cl)cnc2[nH]c(-c3ccc(OCCN4CCOCC4)c([N+](=O)[O-])c3)nc12. The reactants are C(C)C1C(CC(C(C(OC(C2CCCCN2C(C(C2(C(CC(C(C(CC(CC(=C1)C)C)OC)O2)OC)C)O)=O)=O)=O)C(=CC2CC(C(CC2)(CC(=O)OCC2=CC=CC=C2)O)OC)C)C)O[Si](C)(C)C(C)(C)C)=O (17-ethyl-1-hydroxy-12-[2'-(4"-hydroxy-4"-[benzyloxycarbonylmethyl]-3"-methoxycyclohexyl)-1'-methylvinyl]-14-tert-butyldimethylsilyloxy-23,25-dimethoxy-13,19,21,27-tetramethyl-11,28-dioxa-4-azatricyclo[22.3.1.04,9 ]octacos-18-ene-2,3,10,16-tetraone). Run in C(C)#N (acetonitrile). The product is C(C)C1C(CC(C(C(OC(C2CCCCN2C(C(C2(C(CC(C(C(CC(CC(=C1)C)C)OC)O2)OC)C)O)=O)=O)=O)C(=CC2CC(C(CC2)(CC(=O)OCC2=CC=CC=C2)O)OC)C)C)O)=O (17-Ethyl-1,14-dihydroxy-12-[2'-(4"-hydroxy-4"-[benzyloxycarbonylmethyl]-3"-methoxycyclohexyl)-1'-methylvinyl]-23,25-dimethoxy-13,19,21,27-tetramethyl-11,28-dioxa-4-azatricyclo[22.3.1.04,9 ]octacos-18-ene-2,3.10,16-tetraone). Yield: 82.4%. RXN SMILES: [CH2:1]([CH:3]1[CH:29]=[C:28]([CH3:30])[CH2:27][CH:26]([CH3:31])[CH2:25][CH:24]([O:32][CH3:33])[CH:23]2[O:34][C:19]([OH:38])([CH:20]([CH3:37])[CH2:21][CH:22]2[O:35][CH3:36])[C:18](=[O:39])[C:17](=[O:40])[N:16]2[CH:11]([CH2:12][CH2:13][CH2:14][CH2:15]2)[C:10](=[O:41])[O:9][CH:8]([C:42]([CH3:64])=[CH:43][CH:44]2[CH2:49][CH2:48][C:47]([OH:61])([CH2:50][C:51]([O:53][CH2:54][C:55]3[CH:60]=[CH:59][CH:58]=[CH:57][CH:56]=3)=[O:52])[CH:46]([O:62][CH3:63])[CH2:45]2)[CH:7]([CH3:65])[CH:6]([O:66][Si](C(C)(C)C)(C)C)[CH2:5][C:4]1=[O:74])[CH3:2]>C(#N)C>[CH2:1]([CH:3]1[CH:29]=[C:28]([CH3:30])[CH2:27][CH:26]([CH3:31])[CH2:25][CH:24]([O:32][CH3:33])[CH:23]2[O:34][C:19]([OH:38])([CH:20]([CH3:37])[CH2:21][CH:22]2[O:35][CH3:36])[C:18](=[O:39])[C:17](=[O:40])[N:16]2[CH:11]([CH2:12][CH2:13][CH2:14][CH2:15]2)[C:10](=[O:41])[O:9][CH:8]([C:42]([CH3:64])=[CH:43][CH:44]2[CH2:49][CH2:48][C:47]([OH:61])([CH2:50][C:51]([O:53][CH2:54][C:55]3[CH:56]=[CH:57][CH:58]=[CH:59][CH:60]=3)=[O:52])[CH:46]([O:62][CH3:63])[CH2:45]2)[CH:7]([CH3:65])[CH:6]([OH:66])[CH2:5][C:4]1=[O:74])[CH3:2]. Procedure details: A solution of 0.200 g (0.191 mmole) of 17-ethyl-1-hydroxy-12-[2'-(4"-hydroxy-4"-[benzyloxycarbonylmethyl]-3"-methoxycyclohexyl)-1'-methylvinyl]-14-tert-butyldimethylsilyloxy-23,25-dimethoxy-13,19,21,27-tetramethyl-11,28-dioxa-4-azatricyclo[22.3.1.04,9 ]octacos-18-ene-2,3,10,16-tetraone in 5 mL of 10% (48% aqueous HF)-acetonitrile was stirred at room temperature for 16 h. The reaction was quenched by addition of 5 mL of trimethylethoxy-silane and the solution was concentrated under vacuum. The re... Reactants: ClC1=NC=CC=C1C1=NC(=NC=N1)NC1=CC(=C(C(=C1)OC)OC)OC ([4-(2-chloro-pyridin-3-yl)-[1,3,5]triazin-2-yl]-(3,4,5-trimethoxy-phenyl)amine), NC=1C=C(C(=O)NC2=CC=C(C=C2)OC2=CC=CC=C2)C=CC1 (3-amino-N-(4-phenoxyphenyl)-benzamide), CS(=O)C (DMSO). Run in CO (MeOH). Reaction conditions: temperature 90 celsius. The product is O(C1=CC=CC=C1)C1=CC=C(C=C1)NC(C1=CC(=CC=C1)NC1=NC=CC=C1C1=NC=NC(=N1)NC1=CC(=C(C(=C1)OC)OC)OC)=O (N-(4-phenoxy-phenyl)-3-{3-[4-(3,4,5-trimethoxy-phenylamino)-[1,3,5]triazin-2-yl]-pyridin-2-ylamino}benzamide). As a reaction SMILES: Cl[C:2]1[C:7]([C:8]2[N:13]=[CH:12][N:11]=[C:10]([NH:14][C:15]3[CH:20]=[C:19]([O:21][CH3:22])[C:18]([O:23][CH3:24])=[C:17]([O:25][CH3:26])[CH:16]=3)[N:9]=2)=[CH:6][CH:5]=[CH:4][N:3]=1.[NH2:27][C:28]1[CH:29]=[C:30]([CH:47]=[CH:48][CH:49]=1)[C:31]([NH:33][C:34]1[CH:39]=[CH:38][C:37]([O:40][C:41]2[CH:46]=[CH:45][CH:44]=[CH:43][CH:42]=2)=[CH:36][CH:35]=1)=[O:32].CS(C)=O>CO>[O:40]([C:37]1[CH:36]=[CH:35][C:34]([NH:33][C:31](=[O:32])[C:30]2[CH:47]=[CH:48][CH:49]=[C:28]([NH:27][C:2]3[C:7]([C:8]4[N:9]=[C:10]([NH:14][C:15]5[CH:20]=[C:19]([O:21][CH3:22])[C:18]([O:23][CH3:24])=[C:17]([O:25][CH3:26])[CH:16]=5)[N:11]=[CH:12][N:13]=4)=[CH:6][CH:5]=[CH:4][N:3]=3)[CH:29]=2)=[CH:39][CH:38]=1)[C:41]1[CH:42]=[CH:43][CH:44]=[CH:45][CH:46]=1. Reported procedure: To [4-(2-chloro-pyridin-3-yl)-[1,3,5]triazin-2-yl]-(3,4,5-trimethoxy-phenyl)amine (Example 2, Step 4)(103 mg, 0.275 mmol) was added 3-amino-N-(4-phenoxyphenyl)-benzamide (297 mg, 0.975 mmol) and DMSO (150 ml), and the mixture was heated overnight at 90° C. The residue was treated with IpOH and MeOH, triturated, sonicated, and filtered to obtain N-(4-phenoxy-phenyl)-3-{3-[4-(3,4,5-trimethoxy-phenylamino)-[1,3,5]triazin-2-yl]-pyridin-2-ylamino}benzamide as a yellow solid: MS m/z 642.5=[M+H]+. Calc... Product: CC([C@@H](C(=O)O)NC(=O)OC(C(F)(F)F)(C)C)(C)C ((S)-3,3-Dimethyl-2-(2,2,2-trifluoro-1,1-dimethyl-ethoxycarbonylamino)-butyric acid). RXN SMILES: C[O:2][C:3](=[O:20])[C@@H:4]([NH:9][C:10]([O:12][C:13]([CH3:19])([CH3:18])[C:14]([F:17])([F:16])[F:15])=[O:11])[C:5]([CH3:8])([CH3:7])[CH3:6].O.[OH-].[Li+].[Li+].[OH-]>C1COCC1.O>[CH3:6][C:5]([CH3:8])([CH3:7])[C@H:4]([NH:9][C:10]([O:12][C:13]([CH3:19])([CH3:18])[C:14]([F:15])([F:16])[F:17])=[O:11])[C:3]([OH:20])=[O:2] |f:1.2.3,4.5|. Reactants: [Li+].[OH-] (LiOH), COC([C@H](C(C)(C)C)NC(=O)OC(C(F)(F)F)(C)C)=O ((S)-3,3-Dimethyl-2-(2,2,2-trifluoro-1,1-dimethyl-ethoxycarbonylamino)-butyric acid methyl ester), O.[OH-].[Li+] (lithium hydroxide monohydrate). The solvent is O (water), C1CCOC1 (THF), O (water). Procedure details: To a solution of (S)-3,3-Dimethyl-2-(2,2,2-trifluoro-1,1-dimethyl-ethoxycarbonylamino)-butyric acid methyl ester (673 mg, 2.249 mmol, from Step 1b) in THF (4 mL) was added to a pre-made solution of lithium hydroxide monohydrate (189 mg, 4.50 mmol) in water (4.00 mL). The cloudy white solution was stirred at rt for 5 hrs. Another 100 mg of LiOH in 1 mL water was added to the mixture and the solution was stirred at rt overnight. The volatiles were removed, and the reaction mixture was diluted with... Reaction conditions: time 5 hour. Run in O (Water). Yield: 74.0%. Reaction conditions: time 1 hour. The reactants are CSSC (Dimethyl disulfide), COC1=C(C=C(C=C1)C=1OCC(N1)(C)C)OCCCCC (2-(4-Methoxy-3-pentyloxyphenyl)-4,4-dimethyl-4,5-dihydrooxazole), CN(C)C=O (DMF), C(CCC)[Li] (n-Butyllithium). Reported procedure: 2-(4-Methoxy-3-pentyloxyphenyl)-4,4-dimethyl-4,5-dihydrooxazole (500 mg, 1.76 mmol) and DMF (8 ml) were mixed, and this solution was cooled to -60° C. n-Butyllithium (1.6M hexane solution, 2.42 ml, 3.87 mmol) was added and the mixture was stirred for 1 hour. Dimethyl disulfide (0.35 ml, 3.87 mmol) was added to this solution, and the mitxure was stirred at room temperature for 1 hour. Water (5 ml) was added, and the aqueous layer was extracted 3 times with ethyl acetate (10 ml). The organic layer... Yields the product COC1=C(C(=C(C(=O)O)C=C1)SC)OCCCCC (4-methoxy-2-methylthio-3-pentyloxybenzoic acid). As a reaction SMILES: [CH3:1][O:2][C:3]1[CH:8]=[CH:7][C:6]([C:9]2[O:10]CC(C)(C)N=2)=[CH:5][C:4]=1[O:16][CH2:17][CH2:18][CH2:19][CH2:20][CH3:21].CN(C=[O:26])C.C([Li])CCC.CS[S:34][CH3:35]>O>[CH3:1][O:2][C:3]1[CH:8]=[CH:7][C:6]([C:9]([OH:10])=[O:26])=[C:5]([S:34][CH3:35])[C:4]=1[O:16][CH2:17][CH2:18][CH2:19][CH2:20][CH3:21]. Starting materials: NC1=NC=2C=C(C=CC2C2=C1N=C(N2CC(C)(C)O)COC)CCC(=O)N(C)C (3-[4-amino-1-(2-hydroxy-2-methylpropyl)-2-(methoxymethyl)-1H-imidazo[4,5-c]quinolin-7-yl]-N,N-dimethylpropanamide). Run in ClCCl (dichloromethane). Conditions: time 18 hour. Product: NC1=NC=2C=C(C=CC2C2=C1N=C(N2CC(C)(C)O)CO)CCC(=O)N(C)C (3-[4-Amino-2-(hydroxymethyl)-1-(2-hydroxy-2-methylpropyl)-1H-imidazo[4,5-c]quinolin-7-yl]-N,N-dimethylpropanamide). Isolated yield 59.0%. Reaction SMILES: [NH2:1][C:2]1[C:11]2[N:12]=[C:13]([CH2:20][O:21]C)[N:14]([CH2:15][C:16]([OH:19])([CH3:18])[CH3:17])[C:10]=2[C:9]2[CH:8]=[CH:7][C:6]([CH2:23][CH2:24][C:25]([N:27]([CH3:29])[CH3:28])=[O:26])=[CH:5][C:4]=2[N:3]=1>ClCCl>[NH2:1][C:2]1[C:11]2[N:12]=[C:13]([CH2:20][OH:21])[N:14]([CH2:15][C:16]([OH:19])([CH3:18])[CH3:17])[C:10]=2[C:9]2[CH:8]=[CH:7][C:6]([CH2:23][CH2:24][C:25]([N:27]([CH3:28])[CH3:29])=[O:26])=[CH:5][C:4]=2[N:3]=1. Procedure details: A stirring solution of 3-[4-amino-1-(2-hydroxy-2-methylpropyl)-2-(methoxymethyl)-1H-imidazo[4,5-c]quinolin-7-yl]-N,N-dimethylpropanamide (523 mg, 1.31 mmol) in dichloromethane (125 mL) was sealed with a septum and purged with nitrogen gas. The solution was cooled in an ice/water bath and a 1.0 M solution of boron tribromide in dichloromethane (6.6 mL) was added via syringe. The resulting mixture was stirred for 18 hours while warming to ambient temperature. Methanol (50 mL) was added and the mix... Starting materials: C(C)OP(=O)(CCCCC1=CC=CC=C1)CC(=O)N1CC2(SCCS2)C[C@H]1C(=O)OC(C1=CC=CC=C1)C1=CC=CC=C1 ((S)-7-[[Ethoxy(4-phenylbutyl)phosphinyl]-acetyl]-1,4-dithia-7-azaspiro[4.4]nonane-8-carboxylic acid, diphenylmethyl ester), Br[Si](C)(C)C (bromotrimethylsilane). Solvent: ClCCl (dichloromethane). Conditions: time 5 minute. The product is OP(=O)(CCCCC1=CC=CC=C1)CC(=O)N1CC2(SCCS2)C[C@H]1C(=O)OC(C1=CC=CC=C1)C1=CC=CC=C1 ((S)-7-[[Hydroxy(4-phenylbutyl)phosphinyl]acetyl]1,4-dithia-7-azaspiro[4.4]nonane-8carboxylic acid, diphenylmethyl ester). Yield: 101.5%. RXN SMILES: C([O:3][P:4]([CH2:16][C:17]([N:19]1[C@H:27]([C:28]([O:30][CH:31]([C:38]2[CH:43]=[CH:42][CH:41]=[CH:40][CH:39]=2)[C:32]2[CH:37]=[CH:36][CH:35]=[CH:34][CH:33]=2)=[O:29])[CH2:26][C:21]2([S:25][CH2:24][CH2:23][S:22]2)[CH2:20]1)=[O:18])([CH2:6][CH2:7][CH2:8][CH2:9][C:10]1[CH:15]=[CH:14][CH:13]=[CH:12][CH:11]=1)=[O:5])C.Br[Si](C)(C)C>ClCCl>[OH:5][P:4]([CH2:16][C:17]([N:19]1[C@H:27]([C:28]([O:30][CH:31]([C:32]2[CH:37]=[CH:36][CH:35]=[CH:34][CH:33]=2)[C:38]2[CH:39]=[CH:40][CH:41]=[CH:42][CH:43]=2)=[O:29])[CH2:26][C:21]2([S:22][CH2:23][CH2:24][S:25]2)[CH2:20]1)=[O:18])([CH2:6][CH2:7][CH2:8][CH2:9][C:10]1[CH:11]=[CH:12][CH:13]=[CH:14][CH:15]=1)=[O:3]. Reported procedure: (S)-7-[[Ethoxy(4-phenylbutyl)phosphinyl]-acetyl]-1,4-dithia-7-azaspiro[4.4]nonane-8-carboxylic acid, diphenylmethyl ester (3.4 g) in dry dichloromethane is treated with bromotrimethylsilane (1.5 ml) under argon at room temperature. After 3 hours the dichloromethane and excess bromotrimethylsilane are removed in vacuo and the residue taken up in water and ethyl acetate and stirred for 5 minutes. The layers are separated and the organic phase is washed with brine and dried (MgSO4). The solvent is ...